Dataset: the Open Reaction Database (ORD), a public repository of structured organic reaction records. Task: describe an organic reaction: reactants, conditions, products, and yield The yield is 49.0%. Product: FC(C=1C=C(C=C(C1)C(F)(F)F)CCC=1C=C(C(NN1)=O)O)(F)F (6-{2-[3,5-bis(Trifluoromethyl)phenyl]ethyl}-4-hydroxy-2,3-dihydropyridazin-3-one). RXN SMILES: OC1C(=O)NN=C(CCC2C=CC=CC=2)C=1.C([O:24][C:25]1[N:26]=[N:27][C:28](/[CH:39]=[CH:40]/[C:41]2[CH:46]=[C:45]([C:47]([F:50])([F:49])[F:48])[CH:44]=[C:43]([C:51]([F:54])([F:53])[F:52])[CH:42]=2)=[CH:29][C:30]=1[O:31]CC1C=CC=CC=1)C1C=CC=CC=1>>[F:54][C:51]([F:52])([F:53])[C:43]1[CH:42]=[C:41]([CH2:40][CH2:39][C:28]2[CH:29]=[C:30]([OH:31])[C:25](=[O:24])[NH:26][N:27]=2)[CH:46]=[C:45]([C:47]([F:48])([F:50])[F:49])[CH:44]=1. The reactants are OC=1C(NN=C(C1)CCC1=CC=CC=C1)=O (4-hydroxy-6-(2-phenylethyl)pyridazin-3(2H)-one), C(C1=CC=CC=C1)OC=1N=NC(=CC1OCC1=CC=CC=C1)\C=C\C1=CC(=CC(=C1)C(F)(F)F)C(F)(F)F (3,4-bis(benzyloxy)-6-[(E)-2-[3,5-bis(trifluoromethyl)phenyl]-ethenyl]pyridazine), C(C1=CC=CC=C1)OC=1N=NC(=CC1OCC1=CC=CC=C1)\C=C\C1=CC(=CC(=C1)C(F)(F)F)C(F)(F)F (3,4-bis(benzyloxy)-6-[(E)-2-[3,5-bis(trifluoromethyl)phenyl]-ethenyl]pyridazine). Reported procedure: Prepared as described for 4-hydroxy-6-(2-phenylethyl)pyridazin-3(2H)-one (Example 1) from 3,4-bis(benzyloxy)-6-[(E)-2-[3,5-bis(trifluoromethyl)phenyl]-ethenyl]pyridazine (Intermediate 71) in 49% yield. As a reaction SMILES: [CH2:36]([c:37]1[cH:38][cH:39][cH:40][cH:41][cH:42]1)[NH:43][C:44]([NH:45][CH:46]([CH2:47][C:48](=[O:49])[OH:50])[CH3:51])=[O:52].[CH3:53][CH2:54][N:55]=[C:56]=[N:57][CH2:58][CH2:59][CH2:60][N:61]([CH3:62])[CH3:63].[CH3:86][CH2:87][O:88][C:89]([CH3:90])=[O:91].[CH:74]([N:75]([CH2:76][CH3:77])[CH:78]([CH3:79])[CH3:80])([CH3:81])[CH3:82].[Cl:83][CH2:84][Cl:85].[NH2:1][CH:2]([C:3](=[O:4])[N:5]([CH2:6][c:7]1[cH:8][cH:9][cH:10][c:11]2[cH:12][n:13][nH:14][c:15]12)[CH2:16][CH:17]([O:18][CH2:19][CH3:20])[O:21][CH2:22][CH3:23])[CH2:24][c:25]1[cH:26][cH:27][c:28]([O:31][C:32]([CH3:33])([CH3:34])[CH3:35])[cH:29][cH:30]1.[OH:64][n:65]1[c:66]2[c:67]([cH:68][cH:69][cH:70][cH:71]2)[n:72][n:73]1>>[NH:1]([CH:2]([C:3](=[O:4])[N:5]([CH2:6][c:7]1[cH:8][cH:9][cH:10][c:11]2[cH:12][n:13][nH:14][c:15]12)[CH2:16][CH:17]([O:18][CH2:19][CH3:20])[O:21][CH2:22][CH3:23])[CH2:24][c:25]1[cH:26][cH:27][c:28]([O:31][C:32]([CH3:33])([CH3:34])[CH3:35])[cH:29][cH:30]1)[C:48]([CH2:47][CH:46]([NH:45][C:44]([NH:43][CH2:36][c:37]1[cH:38][cH:39][cH:40][cH:41][cH:42]1)=[O:52])[CH3:51])=[O:49]. Reactants: CC(CC(=O)O)NC(=O)NCc1ccccc1, CCN=C=NCCCN(C)C, CCOC(C)=O, CCN(C(C)C)C(C)C, ClCCl, CCOC(CN(Cc1cccc2cn[nH]c12)C(=O)C(N)Cc1ccc(OC(C)(C)C)cc1)OCC, On1nnc2ccccc21. The product is CCOC(CN(Cc1cccc2cn[nH]c12)C(=O)C(Cc1ccc(OC(C)(C)C)cc1)NC(=O)CC(C)NC(=O)NCc1ccccc1)OCC. Reactants: COC=1C=C(C=CC1)B(O)O (m-methoxy-phenylboronic acid), ClC1=NC(=CC=C1)Cl (2,6-dichloropyridine), C([O-])([O-])=O.[K+].[K+] (potassium carbonate), C1(=CC=CC=C1)P(C1=CC=CC=C1)C1=CC=CC=C1 (triphenylphosphine). Solvent: O (water), C(OC)COC (dimethoxyethane). The product is ClC1=NC(=CC=C1)C1=CC(=CC=C1)OC (2-chloro-6-(3-methoxyphenyl)pyridine). Reaction SMILES: [CH3:1][O:2][C:3]1[CH:4]=[C:5](B(O)O)[CH:6]=[CH:7][CH:8]=1.[Cl:12][C:13]1[CH:18]=[CH:17][CH:16]=[C:15](Cl)[N:14]=1.C(=O)([O-])[O-].[K+].[K+].C1(P(C2C=CC=CC=2)C2C=CC=CC=2)C=CC=CC=1>O.C(COC)OC>[Cl:12][C:13]1[CH:18]=[CH:17][CH:16]=[C:15]([C:5]2[CH:6]=[CH:7][CH:8]=[C:3]([O:2][CH3:1])[CH:4]=2)[N:14]=1 |f:2.3.4|. Procedure details: A mixture of m-methoxy-phenylboronic acid (10 g, 65.8 mmol), 2,6-dichloropyridine (9.7 g, 65.8 mmol), potassium carbonate (27.3 g, 197.4 mmol), triphenylphosphine (2.07 g., 7.9 mmol), dimethoxyethane 250 mL and water 80 mL was prepared. Nitrogen was bubbled directly in the mixture for 20 minutes. Then palladium acetate was added (0.44 g, 2.0 mmol). Nitrogen was bubbled again in the mixture for another minutes. The mixture was heated to reflux under nitrogen overnight. The reaction mixture was co... Reactants: C(C=C)NC1=C2C(=NC=C1C(=O)OCC)C=NN2 (Ethyl 7-allylamino-1H-pyrazolo[4,3-b]pyridine-6-carboxylate), [OH-].[Na+] (sodium hydroxide). Run in O (water). Yields the product C(C=C)NC1=C2C(=NC=C1C(=O)O)C=NN2 (7-Allylamino-1H-pyrazolo[4,3-b]pyridine-6-carboxylic acid). The yield is 97.4%. Reaction SMILES: [CH2:1]([NH:4][C:5]1[C:10]([C:11]([O:13]CC)=[O:12])=[CH:9][N:8]=[C:7]2[CH:16]=[N:17][NH:18][C:6]=12)[CH:2]=[CH2:3].[OH-].[Na+]>O>[CH2:1]([NH:4][C:5]1[C:10]([C:11]([OH:13])=[O:12])=[CH:9][N:8]=[C:7]2[CH:16]=[N:17][NH:18][C:6]=12)[CH:2]=[CH2:3] |f:1.2|. Reported procedure: Ethyl 7-allylamino-1H-pyrazolo[4,3-b]pyridine-6-carboxylate (5.0 g, 20 mmol) was added to a solution of sodium hydroxide (2.4 g, 60 mmol) in water (100 ml) and heated under reflux for 60 min. The solution was filtered, diluted with water (200 ml) and made neutral with 5N hydrochloric acid. The solid was filtered off, washed with water and dried to give the title compound (4.25 g, 96%), m.p. 240°-242° C.